From a dataset of the Open Reaction Database (ORD), a public repository of structured organic reaction records. describe an organic reaction: reactants, conditions, products, and yield Starting materials: BrC1=CC=C(C=CC(=O)O)C=C1 (4-bromocinnamic acid), C(C(=O)Cl)(=O)Cl (oxalyl chloride), N1CCCC1 (Pyrrolidine). Reagents/catalysts: CN(C)C=O (DMF). Run in C(Cl)Cl (CH2Cl2). Conditions: time 8 hour. Product: BrC1=CC=C(/C=C/C(=O)N2CCCC2)C=C1 (1-(trans-4-Bromocinnamoyl)pyrrolidine). RXN SMILES: [Br:1][C:2]1[CH:12]=[CH:11][C:5]([CH:6]=[CH:7][C:8]([OH:10])=O)=[CH:4][CH:3]=1.C(Cl)(=O)C(Cl)=O.[NH:19]1[CH2:23][CH2:22][CH2:21][CH2:20]1>CN(C=O)C.C(Cl)Cl>[Br:1][C:2]1[CH:3]=[CH:4][C:5](/[CH:6]=[CH:7]/[C:8]([N:19]2[CH2:23][CH2:22][CH2:21][CH2:20]2)=[O:10])=[CH:11][CH:12]=1. Procedure: A mixture of 5.0 g (22.0 mmol) of 4-bromocinnamic acid, 6 mL of oxalyl chloride and 3 drops of DMF in 40 mL of CH2Cl2 was heated to gentle reflux until gas evolution ceased. The volatiles were removed in vacuo and the residue was taken up in 50 mL of CH2Cl2. Pyrrolidine (10 mL; 120 mmol) was added and the mixture was stirred overnight at room temperature. The reaction mixture was evaporated in vacuo and chromatographed to afford 5.36 g (19.1 mmol; 87%) of the title compound.